From a dataset of the Open Reaction Database (ORD), a public repository of structured organic reaction records. describe an organic reaction: reactants, conditions, products, and yield Reactants: Cl.ClC1=CC=C(C=C1)C1N=C(CC2=CC(=C(C=C12)OC)OC)N(C)C (1-(4-chlorophenyl)-3-dimethylamino-6,7-dimethoxy-1,4-dihydroisoquinoline hydrochloride), Br (hydrobromic acid). Product: Br.ClC1=CC=C(C=C1)C1N=C(CC2=CC(=C(C=C12)O)O)N(C)C (1-(4-chlorophenyl)-6,7-dihydroxy-3-dimethylamino-1,4-dihydroisoquinoline hydrobromide). As a reaction SMILES: Cl.[Cl:2][C:3]1[CH:8]=[CH:7][C:6]([CH:9]2[C:18]3[C:13](=[CH:14][C:15]([O:21]C)=[C:16]([O:19]C)[CH:17]=3)[CH2:12][C:11]([N:23]([CH3:25])[CH3:24])=[N:10]2)=[CH:5][CH:4]=1.[BrH:26]>>[BrH:26].[Cl:2][C:3]1[CH:4]=[CH:5][C:6]([CH:9]2[C:18]3[C:13](=[CH:14][C:15]([OH:21])=[C:16]([OH:19])[CH:17]=3)[CH2:12][C:11]([N:23]([CH3:25])[CH3:24])=[N:10]2)=[CH:7][CH:8]=1 |f:0.1,3.4|. Procedure details: A solution of 1-(4-chlorophenyl)-3-dimethylamino-6,7-dimethoxy-1,4-dihydroisoquinoline hydrochloride (1.3 g) in 48% aqueous hydrobromic acid (100 ml) was heated at 100°-120° C. under nitrogen for 3 h. The hot solution was filtered, and the filtrate evaporated to dryness in vacuo and recrystallised from ethanol-ether, to give 1-(4-chlorophenyl)-6,7-dihydroxy-3-dimethylamino-1,4-dihydroisoquinoline hydrobromide (1.07 g), m.p. 232°-235° C. The reactants are C(C1=CC=CC=C1)OC1=C(N=C(NC1=O)OC)C(=O)OC(C)(C)C (tert-Butyl 5-(benzyloxy)-2-methoxy-6-oxo-1,6-dihydropyrimidine-4-carboxylate), [OH-].[Na+] (NaOH), Cl (HCl). Solvent: CO (MeOH), C1CCOC1 (THF). Run at temperature 50 celsius, time 3 hour. Product: C(C1=CC=CC=C1)OC1=C(N=C(NC1=O)OC)C(=O)O (5-(Benzyloxy)-2-methoxy-6-oxo-1,6-dihydropyrimidine-4-carboxylic acid). Yield: 89.4%. As a reaction SMILES: [CH2:1]([O:8][C:9]1[C:14](=[O:15])[NH:13][C:12]([O:16][CH3:17])=[N:11][C:10]=1[C:18]([O:20]C(C)(C)C)=[O:19])[C:2]1[CH:7]=[CH:6][CH:5]=[CH:4][CH:3]=1.[OH-].[Na+].Cl>CO.C1COCC1>[CH2:1]([O:8][C:9]1[C:14](=[O:15])[NH:13][C:12]([O:16][CH3:17])=[N:11][C:10]=1[C:18]([OH:20])=[O:19])[C:2]1[CH:3]=[CH:4][CH:5]=[CH:6][CH:7]=1 |f:1.2|. Reported procedure: To a solution of Compound 43c (1.1 g, 3.2 mmol) in MeOH (20 mL) and THF (20 mL) was added 7 N NaOH (4.0 mL, 28 mmol) and the solution stirred at 50° C. for 3 h. The reaction mixture was cooled in an ice bath then acidified by the addition of 1 N HCl (20 mL). The resulting precipitate was filtered, rinsed with water then dried under vacuum to give Compound 43a (790 mg, 89% yield) as a white solid. LCMS=1.41 min using analytical method (Q), 277.0 (M+H). 1H NMR (400 MHz, DMSO-d6) δ 13.49 (br. s., 1... The reactants are Amidine, CC1=CC=C(C#N)C=C1 (4-methylbenzonitrile), C(C)C1=C(N)C=CC=C1 (2-ethylaniline), C(CCC)[Li] (butyllithium). Solvent: O (water). Reaction conditions: time 8 hour. The product is C(C)C1=C(C=CC=C1)NC(C1=CC=C(C=C1)C)=N (N1-(2-ethylphenyl)-4-methylbenzamidine). RXN SMILES: [CH2:1]([C:3]1[CH:9]=[CH:8][CH:7]=[CH:6][C:4]=1[NH2:5])[CH3:2].C([Li])CCC.[CH3:15][C:16]1[CH:23]=[CH:22][C:19]([C:20]#[N:21])=[CH:18][CH:17]=1>O>[CH2:1]([C:3]1[CH:9]=[CH:8][CH:7]=[CH:6][C:4]=1[NH:5][C:20](=[NH:21])[C:19]1[CH:22]=[CH:23][C:16]([CH3:15])=[CH:17][CH:18]=1)[CH3:2]. Procedure: Procedure as described for Amidine I using the following amounts: 6.18 mL of 2-ethylaniline (50.0 mmol); 25.0 mL of 2.0 M butyllithium (50.0 mmol), 5.86 g of 4-methylbenzonitrile (50.0 mmol). After refluxing overnight, the solution was dark brown. Addition of water yielded a yellow solution with suspended solid. Solution was filtered and taken to dryness. The residue was treated with 75 mL of pentane, stirred overnight, and filtered yielding 10.51 g (88%) of light yellow solid. 1H NMR (400 MHz, ... The reactants are C1(NN=CC2=CC=CC=C12)=O (2H-phthalazin-1-one), Cl.CN(CCC1=CC=C(C=C1)[N+](=O)[O-])CCN1C(C2=CC=CC=C2C=N1)=O (N-Methyl-N-(4-nitrophenethyl)-2-(2H-phthalazin-1-on-2-yl)ethylamine hydrochloride), NC1=CC=C(CCN(C)CCN2C(C3=CC=CC=C3C=N2)=O)C=C1 (N-(4-Aminophenethyl)-N-methyl-2-(2H-phthalazin-1-on-2-yl)ethylamine), [H-].[Na+] (sodium hydride), C(C1=CC=CC=C1)N(CC)CCCl (N-benzyl-N-ethyl-2-chloroethylamine). Run in CN(C=O)C (dimethylformamide). Product: C(C)NCCN1C(C2=CC=CC=C2C=N1)=O (N-Ethyl-2-(2H-phthalazin-1-on-2-yl)ethylamine). RXN SMILES: Cl.C[N:3]([CH2:15][CH2:16][N:17]1[N:26]=[CH:25][C:24]2[C:19](=[CH:20][CH:21]=[CH:22][CH:23]=2)[C:18]1=[O:27])[CH2:4][CH2:5]C1C=CC([N+]([O-])=O)=CC=1.NC1C=CC(CCN(CCN2N=CC3C(=CC=CC=3)C2=O)C)=CC=1.C(N(CCCl)CC)C1C=CC=CC=1.C1(=O)C2C(=CC=CC=2)C=NN1.[H-].[Na+]>CN(C)C=O>[CH2:4]([NH:3][CH2:15][CH2:16][N:17]1[N:26]=[CH:25][C:24]2[C:19](=[CH:20][CH:21]=[CH:22][CH:23]=2)[C:18]1=[O:27])[CH3:5] |f:0.1,5.6|. Procedure: N-Ethyl-2-(2H-phthalazin-1-on-2-yl)ethylamine was prepared similarly to the method of Preparation 1 parts (A) and (B) using N-benzyl-N-ethyl-2-chloroethylamine, 2H-phthalazin-1-one and sodium hydride in dimethylformamide. Procedure details: The title compound was prepared as described in General Method 1 using 5.0 mL of methyl acetoacetate, 2.0 g of NaH 60% dispersion in oil, 25 mL of 2.0M n-butyl lithium in hexane, 12.0 g of 4-benzyloxybenzaldehyde and 150 mL of tetrahydrofuran. After addition of the aldehyde, the reaction was stirred for 15 minutes at 0° C. then allowed to warm to room temperature overnight. The crude product was triturated from diethyl ether to afford a solid (m.p. 165°-166° C). 1H NMR (CDCl3) δ 2.91 (dd, 2 H), ... RXN SMILES: [C:1]([O:7][CH3:8])(=[O:6])[CH2:2][C:3]([CH3:5])=[O:4].[H-].[Na+].C([Li])CCC.[CH2:16]([O:23][C:24]1[CH:31]=[CH:30][C:27](C=O)=[CH:26][CH:25]=1)[C:17]1[CH:22]=[CH:21][CH:20]=[CH:19][CH:18]=1>CCCCCC.O1CCCC1>[OH:4][C:3]1[CH2:5][CH:8]([C:27]2[CH:30]=[CH:31][C:24]([O:23][CH2:16][C:17]3[CH:22]=[CH:21][CH:20]=[CH:19][CH:18]=3)=[CH:25][CH:26]=2)[O:7][C:1](=[O:6])[CH:2]=1 |f:1.2|. The product is OC1=CC(OC(C1)C1=CC=C(C=C1)OCC1=CC=CC=C1)=O (5,6-Dihydro-4-hydroxy-6-[4-(phenylmethoxy)phenyl]-2H-pyran-2-one), solid. The reactants are C(C1=CC=CC=C1)OC1=CC=C(C=O)C=C1 (4-benzyloxybenzaldehyde), C(CCC)[Li] (n-butyl lithium), C(CC(=O)C)(=O)OC (methyl acetoacetate), [H-].[Na+] (NaH), aldehyde. Conditions: temperature 0 celsius, time 15 minute. Run in O1CCCC1 (tetrahydrofuran), CCCCCC (hexane). Starting materials: Cc1cccc(N2CCN(CCN)CC2)c1C, O=Cc1cc(-c2ccco2)n(-c2ccccc2)n1. The product is Cc1cccc(N2CCN(CCNCc3cc(-c4ccco4)n(-c4ccccc4)n3)CC2)c1C. RXN SMILES: [CH3:1][c:2]1[c:3]([N:9]2[CH2:10][CH2:11][N:12]([CH2:15][CH2:16][NH2:17])[CH2:13][CH2:14]2)[cH:4][cH:5][cH:6][c:7]1[CH3:8].[c:18]1(-[n:24]2[n:25][c:26]([CH:34]=[O:35])[cH:27][c:28]2-[c:29]2[o:30][cH:31][cH:32][cH:33]2)[cH:19][cH:20][cH:21][cH:22][cH:23]1>>[CH3:1][c:2]1[c:3]([N:9]2[CH2:10][CH2:11][N:12]([CH2:15][CH2:16][NH:17][CH2:34][c:26]3[n:25][n:24](-[c:18]4[cH:19][cH:20][cH:21][cH:22][cH:23]4)[c:28](-[c:29]4[o:30][cH:31][cH:32][cH:33]4)[cH:27]3)[CH2:13][CH2:14]2)[cH:4][cH:5][cH:6][c:7]1[CH3:8].